From a dataset of the Open Reaction Database (ORD), a public repository of structured organic reaction records. describe an organic reaction: reactants, conditions, products, and yield Reactants: C(=O)([O-])[O-].[Cs+].[Cs+] (Cs2CO3), C(C)(=O)OCC (ethyl acetate), [N+](=O)([O-])C=1C=C(C=CC1)C1=CC=C2C=CNC2=C1 (6-(3-Nitrophenyl)-1H-indole), C(C(C)(C)C)(=O)OCN1C=CC2=C1N=CN=C2Cl ((4-chloro-7H-pyrrolo[2,3-d]pyrimidin-7-yl)methyl pivalate). Reagents/catalysts: CC(=O)[O-].CC(=O)[O-].[Pd+2] (Pd(OAc)2). The solvent is O (water), O1CCOCC1 (1,4-dioxane). The product is C(C(C)(C)C)(=O)OCN1C=CC2=C1N=CN=C2N2C=CC1=CC=C(C=C21)C2=CC(=CC=C2)[N+](=O)[O-] ((4-(6-(3-nitrophenyl)-1H-indol-1-yl)-7H-pyrrolo[2,3-d]pyrimidin-7-yl)methyl pivalate). Isolated yield 89.8%. Reaction SMILES: [N+:1]([C:4]1[CH:5]=[C:6]([C:10]2[CH:18]=[C:17]3[C:13]([CH:14]=[CH:15][NH:16]3)=[CH:12][CH:11]=2)[CH:7]=[CH:8][CH:9]=1)([O-:3])=[O:2].[C:19]([O:25][CH2:26][N:27]1[C:31]2[N:32]=[CH:33][N:34]=[C:35](Cl)[C:30]=2[CH:29]=[CH:28]1)(=[O:24])[C:20]([CH3:23])([CH3:22])[CH3:21].C([O-])([O-])=O.[Cs+].[Cs+].C(OCC)(=O)C>O1CCOCC1.CC([O-])=O.CC([O-])=O.[Pd+2].O>[C:19]([O:25][CH2:26][N:27]1[C:31]2[N:32]=[CH:33][N:34]=[C:35]([N:16]3[C:17]4[C:13](=[CH:12][CH:11]=[C:10]([C:6]5[CH:7]=[CH:8][CH:9]=[C:4]([N+:1]([O-:3])=[O:2])[CH:5]=5)[CH:18]=4)[CH:14]=[CH:15]3)[C:30]=2[CH:29]=[CH:28]1)(=[O:24])[C:20]([CH3:23])([CH3:22])[CH3:21] |f:2.3.4,7.8.9|. Procedure details: 6-(3-Nitrophenyl)-1H-indole (100 mg, 0.42 mmol) and (4-chloro-7H-pyrrolo[2,3-d]pyrimidin-7-yl)methyl pivalate (112 mg, 0.42 mmol) were dissolved in 1,4-dioxane (5 mL) in a sealed reactor and then Cs2CO3 (270 mg, 0.83 mmol) was added. After removing the gas included in the solution using ultrasonic wave and sequentially adding Xantphos (CAS No. 161265-03-8; 49 mg, 0.084 mmol) and Pd(OAc)2 (9.4 mg, 0.042 mmol), the reaction mixture was stirred at 120° C. for 2 hours. After cooling to room temperat... The reactants are ClC=1N=C(C2=C(N1)C=C(S2)CN)N2CCOCC2 ((2-Chloro-4-morpholinothieno[3,2-d]pyrimidin-6-yl)methanamine), N1=C(C=CC=C1)C(=O)Cl (picolinoyl chloride), CC1(OB(OC1(C)C)C1=C2C=NNC2=CC=C1)C (4-(4,4,5,5-tetramethyl-[1,3,2]dioxaborolan-2-yl)-1H-indazole). The product is N1N=CC2=C(C=CC=C12)C=1N=C(C2=C(N1)C=C(S2)CNC(C2=NC=CC=C2)=O)N2CCOCC2 (N-((2-(1H-indazol-4-yl)-4-morpholinothieno[3,2-d]pyrimidin-6-yl)methyl)picolinamide). RXN SMILES: Cl[C:2]1[N:3]=[C:4]([N:13]2[CH2:18][CH2:17][O:16][CH2:15][CH2:14]2)[C:5]2[S:10][C:9]([CH2:11][NH2:12])=[CH:8][C:6]=2[N:7]=1.[N:19]1[CH:24]=[CH:23][CH:22]=[CH:21][C:20]=1[C:25](Cl)=[O:26].CC1(C)C(C)(C)OB([C:36]2[CH:44]=[CH:43][CH:42]=[C:41]3[C:37]=2[CH:38]=[N:39][NH:40]3)O1>>[NH:40]1[C:41]2[C:37](=[C:36]([C:2]3[N:3]=[C:4]([N:13]4[CH2:18][CH2:17][O:16][CH2:15][CH2:14]4)[C:5]4[S:10][C:9]([CH2:11][NH:12][C:25](=[O:26])[C:20]5[CH:21]=[CH:22][CH:23]=[CH:24][N:19]=5)=[CH:8][C:6]=4[N:7]=3)[CH:44]=[CH:43][CH:42]=2)[CH:38]=[N:39]1. Procedure: (2-Chloro-4-morpholinothieno[3,2-d]pyrimidin-6-yl)methanamine 27 was acylated with picolinoyl chloride following General Procedure K and then reacted with 4-(4,4,5,5-tetramethyl-1,3,2-dioxaborolan-2-yl)-1H-indazole 7 (34 mg) following General Procedure A to give 287. MS (Q1) 472 (M)+ The reactants are CC=Cc1ccccc1, [Li]CCCC, c1ccc(N2CCNCC2)cc1. The product is CC(Cc1ccccc1)N1CCN(c2ccccc2)CC1. RXN SMILES: [CH3:13][CH:14]=[CH:15][c:16]1[cH:17][cH:18][cH:19][cH:20][cH:21]1.[CH3:22][CH2:23][CH2:24][CH2:25][Li:26].[c:1]1([N:7]2[CH2:8][CH2:9][NH:10][CH2:11][CH2:12]2)[cH:2][cH:3][cH:4][cH:5][cH:6]1>>[c:1]1([N:7]2[CH2:8][CH2:9][N:10]([CH:14]([CH3:13])[CH2:15][c:16]3[cH:17][cH:18][cH:19][cH:20][cH:21]3)[CH2:11][CH2:12]2)[cH:2][cH:3][cH:4][cH:5][cH:6]1.